Dataset: the Open Reaction Database (ORD), a public repository of structured organic reaction records. Task: describe an organic reaction: reactants, conditions, products, and yield Reactants: CSC1=NC=C2C(=N1)N=C(NC2=O)C2=C(C=CC=C2)OCCC (7-methylthio-4-oxo-2-(2-propoxyphenyl)-3,4-dihydropyrimido[4,5-d]pyrimidine), COCCN (methoxyethylamine), C(C)O (ethanol). The product is COC(CNC1=NC=C2C(=N1)N=C(NC2=O)C2=C(C=CC=C2)OCCC)C (7-(2-Methoxypropylamino)-4-oxo-2-(2-propoxyphenyl)-3,4-dihydropyrimido[4,5-d]pyrimidine). As a reaction SMILES: CS[C:3]1[N:8]=[C:7]2[N:9]=[C:10]([C:14]3[CH:19]=[CH:18][CH:17]=[CH:16][C:15]=3[O:20][CH2:21][CH2:22][CH3:23])[NH:11][C:12](=[O:13])[C:6]2=[CH:5][N:4]=1.[CH3:24][O:25][CH2:26][CH2:27][NH2:28].[CH2:29](O)C>>[CH3:24][O:25][CH:26]([CH3:29])[CH2:27][NH:28][C:3]1[N:8]=[C:7]2[N:9]=[C:10]([C:14]3[CH:19]=[CH:18][CH:17]=[CH:16][C:15]=3[O:20][CH2:21][CH2:22][CH3:23])[NH:11][C:12](=[O:13])[C:6]2=[CH:5][N:4]=1. Procedure: In a similar manner to Example 13, reaction of 7-methylthio-4-oxo-2-(2-propoxyphenyl)-3,4-dihydropyrimido[4,5-d]pyrimidine (0.41 g) and methoxyethylamine (1.04 g) in ethanol (15 ml) for 48 hours yielded the title compound, 0.38 g, m.p. 193°-4° C. (recrystallised twice from methanol).